This data is from the Open Reaction Database (ORD), a public repository of structured organic reaction records. The task is: describe an organic reaction: reactants, conditions, products, and yield Reactants: ClC(=O)OC(C)Cl (1-chloroethyl chloroformate), CCN(C(C)C)C(C)C (Hunig's base), C(C1=CC=CC=C1)N1C[C@@H]([C@H](C1)C1=CC(=C(C=C1)F)Cl)[C@H](C)OC1=NC=C(C=C1)Cl (2-{(S)-1-[(3R,4S)-1-benzyl-4-(3-chloro-4-fluoro-phenyl)-pyrrolidin-3-yl]-ethoxy}-5-chloro-pyridine). Run in C1(=CC=CC=C1)C (toluene). Run at temperature 100 celsius. Product: ClC=1C=CC(=NC1)O[C@@H](C)[C@H]1CNC[C@@H]1C1=CC(=C(C=C1)F)Cl (5-Chloro-2-{(S)-1-[(3R,4S)-4-(3-chloro-4-fluoro-phenyl)-pyrrolidin-3-yl]-ethoxy}-pyridine). Isolated yield 63.7%. Reaction SMILES: C([N:8]1[CH2:12][C@H:11]([C:13]2[CH:18]=[CH:17][C:16]([F:19])=[C:15]([Cl:20])[CH:14]=2)[C@@H:10]([C@@H:21]([O:23][C:24]2[CH:29]=[CH:28][C:27]([Cl:30])=[CH:26][N:25]=2)[CH3:22])[CH2:9]1)C1C=CC=CC=1.ClC(OC(Cl)C)=O.CCN(C(C)C)C(C)C>C1(C)C=CC=CC=1>[Cl:30][C:27]1[CH:28]=[CH:29][C:24]([O:23][C@H:21]([C@@H:10]2[C@@H:11]([C:13]3[CH:18]=[CH:17][C:16]([F:19])=[C:15]([Cl:20])[CH:14]=3)[CH2:12][NH:8][CH2:9]2)[CH3:22])=[N:25][CH:26]=1. Procedure: To a solution of 2-{(S)-1-[(3R,4S)-1-benzyl-4-(3-chloro-4-fluoro-phenyl)-pyrrolidin-3-yl]-ethoxy}-5-chloro-pyridine 88 mg (0.19 mmol) dissolved in toluene (2 mL) were added 0.06 mL (0.57 mmol) of 1-chloroethyl chloroformate and 0.10 mL of Hunig's base. The reaction mixture was heated at 100° C. for one hour. After cooling down to RT, volatiles were removed under vacuo and the crude was dissolved in MeOH (5 mL). The reaction mixture was heated at 85° C. for 30 minutes and after cooling down to RT...